This data is from the Open Reaction Database (ORD), a public repository of structured organic reaction records. The task is: describe an organic reaction: reactants, conditions, products, and yield Starting materials: CC1(C)OB(c2ccccc2N)OC1(C)C, O=C(NC1CN2CCC1CC2)c1cc2cccc(Br)c2o1, [Na+], CN(C)C=O, [OH-]. Product: Nc1ccccc1-c1cccc2cc(C(=O)NC3CN4CCC3CC4)oc12. RXN SMILES: [CH3:1][C:2]1([CH3:3])[C:4]([CH3:5])([CH3:6])[O:7][B:8]([c:9]2[c:10]([NH2:15])[cH:11][cH:12][cH:13][cH:14]2)[O:16]1.[N:19]12[CH2:20][CH:21]([NH:27][C:28](=[O:29])[c:30]3[o:31][c:32]4[c:33]([cH:34]3)[cH:35][cH:36][cH:37][c:38]4[Br:39])[CH:22]([CH2:23][CH2:24]1)[CH2:25][CH2:26]2.[Na+:18].[O:40]=[CH:41][N:42]([CH3:43])[CH3:44].[OH-:17]>>[c:9]1(-[c:38]2[c:32]3[o:31][c:30]([C:28]([NH:27][CH:21]4[CH2:20][N:19]5[CH2:24][CH2:23][CH:22]4[CH2:25][CH2:26]5)=[O:29])[cH:34][c:33]3[cH:35][cH:36][cH:37]2)[c:10]([NH2:15])[cH:11][cH:12][cH:13][cH:14]1. Starting materials: O=C([O-])[O-], COc1cccc2ccsc12, [Na+], [Na+], CN(C)C=O, O=P(Cl)(Cl)Cl. The product is COc1ccc(C=O)c2ccsc12. RXN SMILES: [C:17]([O-:18])(=[O:19])[O-:20].[CH3:6][O:7][c:8]1[cH:9][cH:10][cH:11][c:12]2[cH:13][cH:14][s:15][c:16]12.[Na+:21].[Na+:22].[O:23]=[CH:24][N:25]([CH3:26])[CH3:27].[P:1]([Cl:2])([Cl:3])([Cl:4])=[O:5]>>[CH3:6][O:7][c:8]1[cH:9][cH:10][c:11]([CH:17]=[O:18])[c:12]2[cH:13][cH:14][s:15][c:16]12. Procedure details: Using analogous reagents and reaction conditions as described in Example 1 above, 1-(4-cyclopropylpyridin-3-yl)imidazolidin-2-one (I-1d: 120 mg, 0.591 mmol) was reacted with 4,6-dichloropyrimidine (88.07 mg, 0.591 mmol), 1,4-dioxane (5 mL), copper iodide (11.21 mg, 0.059 mmol), trans-N,N′-dimethylcyclohexane-1,2-diamine (8.39 mg, 0.059 mmol) and potassium phosphate (375.96 mg, 1.77 mmol) to afford the crude product. Purification by column chromatography on silica gel (0.5% methanol in CHCl3) aff... Yields the product ClC1=CC(=NC=N1)N1C(N(CC1)C=1C=NC=CC1C1CC1)=O (1-(6-chloropyrimidin-4-yl)-3-(4-cyclopropylpyridin-3-yl)imidazolidin-2-one). As a reaction SMILES: [CH:1]1([C:4]2[CH:9]=[CH:8][N:7]=[CH:6][C:5]=2[N:10]2[CH2:14][CH2:13][NH:12][C:11]2=[O:15])[CH2:3][CH2:2]1.[Cl:16][C:17]1[CH:22]=[C:21](Cl)[N:20]=[CH:19][N:18]=1.CN[C@@H]1CCCC[C@H]1NC.P([O-])([O-])([O-])=O.[K+].[K+].[K+]>[Cu](I)I.O1CCOCC1>[Cl:16][C:17]1[N:18]=[CH:19][N:20]=[C:21]([N:12]2[CH2:13][CH2:14][N:10]([C:5]3[CH:6]=[N:7][CH:8]=[CH:9][C:4]=3[CH:1]3[CH2:3][CH2:2]3)[C:11]2=[O:15])[CH:22]=1 |f:3.4.5.6|. Reagents/catalysts: [Cu](I)I (copper iodide). Isolated yield 8.2%. The reactants are C1(CC1)C1=C(C=NC=C1)N1C(NCC1)=O (1-(4-cyclopropylpyridin-3-yl)imidazolidin-2-one), ClC1=NC=NC(=C1)Cl (4,6-dichloropyrimidine), CN[C@H]1[C@@H](CCCC1)NC (trans-N,N′-dimethylcyclohexane-1,2-diamine), P(=O)([O-])([O-])[O-].[K+].[K+].[K+] (potassium phosphate). Run in O1CCOCC1 (1,4-dioxane). Reactants: CN(C)N, Cc1csc2c(Cl)nc(Cl)nc12, CN(C)C=O, O. The product is Cc1csc2c(NN(C)C)nc(Cl)nc12. As a reaction SMILES: [CH3:13][N:14]([CH3:15])[NH2:16].[Cl:1][c:2]1[n:3][c:4]([Cl:12])[c:5]2[c:6]([n:7]1)[c:8]([CH3:11])[cH:9][s:10]2.[O:18]=[CH:19][N:20]([CH3:21])[CH3:22].[OH2:17]>>[Cl:1][c:2]1[n:3][c:4]([NH:16][N:14]([CH3:13])[CH3:15])[c:5]2[c:6]([n:7]1)[c:8]([CH3:11])[cH:9][s:10]2. Starting materials: CC(CCC=O)(CO[Si](C)(C)C(C)(C)C)C (4,4-dimethyl-5-t-butyldimethylsilyloxyvaleraldehyde), C1CNCC(C=2NC=3C=CC=CC3C21)C(=O)OC (methyl 1,2,3,4,5,6-hexahydroazepino(4,5-b)indole-5-carboxylate), C(Cl)Cl (CH2Cl2), N1C=CC=CC=C1 (azepine). The product is C(C1=CC=CC=C1)N1CCC23C1C(CC(=C3NC=3C=CC=CC23)C(=O)OC)CC(CO[Si](C)(C)C(C)(C)C)(C)C (Methyl 3-Benzyl-1,2,3,3a,4,5-hexahydro-4[2.2-dimethyl-3-(t-butyldimethylsilyloxy)propyl]-7H-pyrrolo(2,3-d)carbazole-6-carboxylate). RXN SMILES: [CH2:1]1[C:14]2[C:13]3[CH:12]=[CH:11][CH:10]=[CH:9][C:8]=3[NH:7][C:6]=2[CH:5]([C:15]([O:17][CH3:18])=[O:16])[CH2:4][NH:3][CH2:2]1.[CH3:19][C:20]([CH3:34])([CH2:25][O:26][Si:27]([C:30]([CH3:33])([CH3:32])[CH3:31])([CH3:29])[CH3:28])[CH2:21][CH2:22][CH:23]=O.N1[CH:41]=[CH:40][CH:39]=[CH:38][CH:37]=[CH:36]1.[CH2:42](Cl)Cl>>[CH2:36]([N:3]1[CH:23]2[CH:22]([CH2:21][C:20]([CH3:34])([CH3:19])[CH2:25][O:26][Si:27]([C:30]([CH3:33])([CH3:32])[CH3:31])([CH3:29])[CH3:28])[CH2:4][C:5]([C:15]([O:17][CH3:18])=[O:16])=[C:6]3[NH:7][C:8]4[CH:9]=[CH:10][CH:11]=[CH:12][C:13]=4[C:14]23[CH2:1][CH2:2]1)[C:37]1[CH:42]=[CH:41][CH:40]=[CH:39][CH:38]=1. Procedure: To a solution of 3.5 g (14.3 mmol) of methyl 1,2,3,4,5,6-hexahydroazepino(4,5-b)indole-5-carboxylate in 175 mL of dry CH2Cl2 at 20° C. was added dropwise, over 2 min., 3.5 g (14.3 mmol, 1 eq) of 4,4-dimethyl-5-t-butyldimethylsilyloxyvaleraldehyde in 25 mL of dry CH2Cl2Stirring was continued overnight (16 h) at 20° C. The solvent was removed under vacuum (aspirator) and the residue taken up in CHCl3 (150 mL). To this yellow solution was added 2.5 mL of benzyl bromide and the mixture heated at ref... The reactants are COC(=O)NC=1N=C2N(C=C(C=C2)SC2=NC=CC=C2)C1 (2-methoxycarbonylamino-6-(pyridylthio)-imidazo [1,2-a] pyridine), ClC1=CC(=CC=C1)C(=O)OO (m-chloroperbenzoic acid). Run in C(Cl)Cl (methylene chloride). Conditions: time 8 hour. Product: COC(=O)NC=1N=C2N(C=C(C=C2)S(=O)C2=NC=CC=C2)C1 (2-methoxycarbonylamino-6-(2-pyridylsulfinyl) imidazo [1,2-a] pyridine). As a reaction SMILES: [CH3:1][O:2][C:3]([NH:5][C:6]1[N:7]=[C:8]2[CH:13]=[CH:12][C:11]([S:14][C:15]3[CH:20]=[CH:19][CH:18]=[CH:17][N:16]=3)=[CH:10][N:9]2[CH:21]=1)=[O:4].ClC1C=CC=C(C(OO)=[O:30])C=1>C(Cl)Cl>[CH3:1][O:2][C:3]([NH:5][C:6]1[N:7]=[C:8]2[CH:13]=[CH:12][C:11]([S:14]([C:15]3[CH:20]=[CH:19][CH:18]=[CH:17][N:16]=3)=[O:30])=[CH:10][N:9]2[CH:21]=1)=[O:4]. Reported procedure: To 0.300 g. (1 mmole) of 2-methoxycarbonylamino-6-(pyridylthio)-imidazo [1,2-a] pyridine in 50 ml. of methylene chloride is added 0.189 g. (1.1 mmoles) of m-chloroperbenzoic acid. The reaction is stirred at room temperature overnight, and the resultant solution is washed 3 times with saturated sodium bicarbonate solution. The methylene chloride layer is dried and evaporated to dryness in vacuo affording 2-methoxycarbonylamino-6-(2-pyridylsulfinyl) imidazo [1,2-a] pyridine, m.p. 231°-235° C. Starting materials: BrC=1SC=CC1C (2-Bromo-3-methylthiophene), [Mg] (magnesium), COC(OC)=O (Dimethylcarbonate). Solvent: C1CCOC1 (THF). Reaction conditions: time 60 minute. Yields the product CC1=C(SC=C1)C(=O)OC (methyl 3-methyl-2-thiophenecarboxylate). Yield: 83.6%. Reaction SMILES: Br[C:2]1[S:3][CH:4]=[CH:5][C:6]=1[CH3:7].[Mg].[CH3:9][O:10][C:11](=O)[O:12]C>C1COCC1>[CH3:7][C:6]1[CH:5]=[CH:4][S:3][C:2]=1[C:11]([O:10][CH3:9])=[O:12]. Procedure: 2-Bromo-3-methylthiophene (10.0 g, 0.0565 mol) was slowly added dropwise over a 60 minute period to a slurry of magnesium turnings (1.72 g, 0.0706) in THF. During the course of the addition, the exotherm was controlled to <40° C. by external cooling with a water bath. After the addition was completed, the resulting mixture was stirred at ambient temperature for 60 minutes. Dimethylcarbonate (7.63 g, 0.0847 mol) was then added dropwise over a 5-minute period, and the reaction mixture was stirred ...